This data is from the Open Reaction Database (ORD), a public repository of structured organic reaction records. The task is: describe an organic reaction: reactants, conditions, products, and yield Reaction SMILES: [C-:35]#[N:36].[CH:1]([CH3:2])([CH3:3])[n:4]1[c:5](=[O:34])[n:6]([CH2:13][c:14]2[n:15][c:16]3[c:17]([n:18]2[CH2:19][CH2:20][CH:21]([CH3:22])[CH3:23])[cH:24][cH:25][c:26]([CH2:28][O:29][S:30]([CH3:31])(=[O:32])=[O:33])[cH:27]3)[c:7]2[c:8]1[cH:9][cH:10][cH:11][cH:12]2.[K+:37].[O:38]=[CH:39][N:40]([CH3:41])[CH3:42]>>[CH:1]([CH3:2])([CH3:3])[n:4]1[c:5](=[O:34])[n:6]([CH2:13][c:14]2[n:15][c:16]3[c:17]([n:18]2[CH2:19][CH2:20][CH:21]([CH3:22])[CH3:23])[cH:24][cH:25][c:26]([CH2:28][C:35]#[N:36])[cH:27]3)[c:7]2[c:8]1[cH:9][cH:10][cH:11][cH:12]2. Reactants: [C-]#N, CC(C)CCn1c(Cn2c(=O)n(C(C)C)c3ccccc32)nc2cc(COS(C)(=O)=O)ccc21, [K+], CN(C)C=O. Yields the product CC(C)CCn1c(Cn2c(=O)n(C(C)C)c3ccccc32)nc2cc(CC#N)ccc21. The reactants are O=C([O-])[O-], CN1CCCC1=O, CO, [Cs+], [Cs+], Fc1ncccc1C1CCCOCC1, O, Oc1ccc(Nc2nc3ccccc3s2)cc1. Product: c1cnc(Oc2ccc(Nc3nc4ccccc4s3)cc2)c(C2CCCOCC2)c1. As a reaction SMILES: [C:32](=[O:33])([O-:34])[O-:35].[CH3:38][N:39]1[CH2:40][CH2:41][CH2:42][C:43]1=[O:44].[CH3:46][OH:47].[Cs+:36].[Cs+:37].[F:1][c:2]1[n:3][cH:4][cH:5][cH:6][c:7]1[CH:8]1[CH2:9][CH2:10][O:11][CH2:12][CH2:13][CH2:14]1.[OH2:45].[s:15]1[c:16]([NH:24][c:25]2[cH:26][cH:27][c:28]([OH:31])[cH:29][cH:30]2)[n:17][c:18]2[c:19]1[cH:20][cH:21][cH:22][cH:23]2>>[c:2]1([O:31][c:28]2[cH:27][cH:26][c:25]([NH:24][c:16]3[s:15][c:19]4[c:18]([n:17]3)[cH:23][cH:22][cH:21][cH:20]4)[cH:30][cH:29]2)[n:3][cH:4][cH:5][cH:6][c:7]1[CH:8]1[CH2:9][CH2:10][O:11][CH2:12][CH2:13][CH2:14]1. The reactants are C(C)(=O)OC(C)=O (acetic anhydride), ClC1=CC=C(C=C1)C1SC([C@@H](N1)C(=O)O)(C)C (2-(4-chlorophenyl)-5,5-dimethylthiazolidine-4(S)-carboxylic acid). The solvent is O (water). Conditions: time 8 minute. Yields the product C(C)(=O)N1[C@@H](SC([C@@H]1C(=O)O)(C)C)C1=CC=C(C=C1)Cl (3-Acetyl-2(S)-(4-chlorophenyl)-5,5-dimethylthiazolidine-4(S)-carboxylic acid). Reaction SMILES: [C:1](OC(=O)C)(=[O:3])[CH3:2].[Cl:8][C:9]1[CH:14]=[CH:13][C:12]([CH:15]2[NH:19][C@@H:18]([C:20]([OH:22])=[O:21])[C:17]([CH3:24])([CH3:23])[S:16]2)=[CH:11][CH:10]=1>O>[C:1]([N:19]1[C@@H:18]([C:20]([OH:22])=[O:21])[C:17]([CH3:24])([CH3:23])[S:16][C@H:15]1[C:12]1[CH:11]=[CH:10][C:9]([Cl:8])=[CH:14][CH:13]=1)(=[O:3])[CH3:2]. Reported procedure: 5.6 ml of acetic anhydride are given to a suspension containing 2.71 g (10 mmoles) of 2-(4-chlorophenyl)-5,5-dimethylthiazolidine-4(S)-carboxylic acid in 5.6 ml of hot water and the mixture is kept at 100° C. for 8 minutes. A complete solution is obtained. On cooling, the product precipitates to give the title compound in a yield of 2.39 g (76.1%) which is recrystallized from ethanol by adding water, m.p.: 203°-205° C., [α]D22 =+111.5° (c=1.44, dimethylsulphoxide). Conditions: temperature 75 celsius. Product: C(C)(C)(C)OC(=O)NC1=C(C(=O)O)C=C(C=C1)C=1C=C2C(=NC1)N(N=C2C2=C(C=CC=C2)OC)COCC[Si](C)(C)C (2-tert-butoxycarbonylamino-5-[3-(2-methoxy-phenyl)-1-(2-trimethylsilanyl-ethoxymethyl)-1H-pyrazolo[3,4-b]pyridin-5-yl]-benzoic acid). Reported procedure: 485 mg (1.00 mmol) of 3-(2-methoxy-phenyl)-5-(4,4,5,5-tetramethyl-[1,3,2]dioxaborolan-2-yl)-1-(2-trimethylsilanyl-ethoxymethyl)-1H-pyrazolo[3,4-b]pyridine, 379 mg (1.20 mmol) of 5-bromo-2-tert-butoxycarbonylamino-benzoic acid and 40 mg (49 μmol) of dichloro[1,1′-bis(diphenylphoshino)ferrocene]palladium(II) dichloromethane adduct were placed in a vial. 8 mL of acetonitrile and 8 mL of a saturated aqueous solution of sodium bicarbonate were added. The vial was closed and the mixture heated to 75° ... The yield is 35.0%. Starting materials: COC1=C(C=CC=C1)C1=NN(C2=NC=C(C=C21)B2OC(C(O2)(C)C)(C)C)COCC[Si](C)(C)C (3-(2-methoxy-phenyl)-5-(4,4,5,5-tetramethyl-[1,3,2]dioxaborolan-2-yl)-1-(2-trimethylsilanyl-ethoxymethyl)-1H-pyrazolo[3,4-b]pyridine), crude mixture, BrC=1C=CC(=C(C(=O)O)C1)NC(=O)OC(C)(C)C (5-bromo-2-tert-butoxycarbonylamino-benzoic acid), saturated aqueous solution, C([O-])(O)=O.[Na+] (sodium bicarbonate), C(CC(O)(C(=O)O)CC(=O)O)(=O)O (citric acid). Reagents/catalysts: C1=CC=C(C=C1)[PH+](C2=CC=CC=C2)[C]3[CH][CH][CH][CH]3.C1=CC=C(C=C1)[PH+](C2=CC=CC=C2)[C]3[CH][CH][CH][CH]3.C(Cl)Cl.Cl[Pd]Cl.[Fe] (dichloro[1,1′-bis(diphenylphoshino)ferrocene]palladium(II) dichloromethane adduct). Run in C(C)(=O)OCC (ethyl acetate), C(C)#N (acetonitrile). RXN SMILES: [CH3:1][O:2][C:3]1[CH:8]=[CH:7][CH:6]=[CH:5][C:4]=1[C:9]1[C:17]2[C:12](=[N:13][CH:14]=[C:15](B3OC(C)(C)C(C)(C)O3)[CH:16]=2)[N:11]([CH2:27][O:28][CH2:29][CH2:30][Si:31]([CH3:34])([CH3:33])[CH3:32])[N:10]=1.Br[C:36]1[CH:37]=[CH:38][C:39]([NH:45][C:46]([O:48][C:49]([CH3:52])([CH3:51])[CH3:50])=[O:47])=[C:40]([CH:44]=1)[C:41]([OH:43])=[O:42].C(=O)(O)[O-].[Na+].C(O)(=O)CC(CC(O)=O)(C(O)=O)O>C1C=CC([PH+]([C]2[CH][CH][CH][CH]2)C2C=CC=CC=2)=CC=1.C1C=CC([PH+]([C]2[CH][CH][CH][CH]2)C2C=CC=CC=2)=CC=1.C(Cl)Cl.Cl[Pd]Cl.[Fe].C(OCC)(=O)C.C(#N)C>[C:49]([O:48][C:46]([NH:45][C:39]1[CH:38]=[CH:37][C:36]([C:15]2[CH:16]=[C:17]3[C:9]([C:4]4[CH:5]=[CH:6][CH:7]=[CH:8][C:3]=4[O:2][CH3:1])=[N:10][N:11]([CH2:27][O:28][CH2:29][CH2:30][Si:31]([CH3:32])([CH3:34])[CH3:33])[C:12]3=[N:13][CH:14]=2)=[CH:44][C:40]=1[C:41]([OH:43])=[O:42])=[O:47])([CH3:52])([CH3:50])[CH3:51] |f:2.3,5.6.7.8.9,^1:75,76,77,78,79,93,94,95,96,97|. The reactants are COc1cc(C2OCC(C)(C)CO2)cc(Br)c1OC, [Li]CCCC, CCCCCC, CCOC(C)=O, CCOC(=O)c1cn(C2CC2)c2cc(OS(=O)(=O)C(F)(F)F)c(F)cc2c1=O, [Cl-], [Cl-], C1CCOC1, [Zn+2]. The product is CCOC(=O)c1cn(C2CC2)c2cc(-c3cc(C4OCC(C)(C)CO4)cc(OC)c3OC)c(F)cc2c1=O. Reaction SMILES: [Br:1][c:2]1[cH:3][c:4]([CH:12]2[O:13][CH2:14][C:15]([CH3:18])([CH3:19])[CH2:16][O:17]2)[cH:5][c:6]([O:10][CH3:11])[c:7]1[O:8][CH3:9].[CH2:20]([Li:21])[CH2:22][CH2:23][CH3:24].[CH3:58][CH2:59][CH2:60][CH2:61][CH2:62][CH3:63].[CH3:64][CH2:65][O:66][C:67](=[O:68])[CH3:69].[CH:25]1([n:28]2[cH:29][c:30]([C:48](=[O:49])[O:50][CH2:51][CH3:52])[c:31](=[O:47])[c:32]3[cH:33][c:34]([F:46])[c:35]([O:38][S:39]([C:40]([F:41])([F:42])[F:43])(=[O:44])=[O:45])[cH:36][c:37]23)[CH2:26][CH2:27]1.[Cl-:70].[Cl-:72].[O:53]1[CH2:54][CH2:55][CH2:56][CH2:57]1.[Zn+2:71]>>[c:2]1(-[c:35]2[c:34]([F:46])[cH:33][c:32]3[c:31](=[O:47])[c:30]([C:48](=[O:49])[O:50][CH2:51][CH3:52])[cH:29][n:28]([CH:25]4[CH2:26][CH2:27]4)[c:37]3[cH:36]2)[cH:3][c:4]([CH:12]2[O:13][CH2:14][C:15]([CH3:18])([CH3:19])[CH2:16][O:17]2)[cH:5][c:6]([O:10][CH3:11])[c:7]1[O:8][CH3:9]. The reactants are C(C(CO)(CO)N)O.Cl (Tris-HCl), [Mg+2].[Cl-].[Cl-] (MgCl2), Na3VO4, C([C@H]([C@@H](CS)O)O)S (DTT), mixture, CS(=O)C (DMSO), P(O)(=O)(OP(=O)(O)OP(=O)(O)O)OC[C@@H]1[C@H]([C@H]([C@@H](O1)N1C=NC=2C(N)=NC=NC12)O)O (ATP), test compound, CS(=O)C (dimethylsulfoxide), mixture, P(O)(=O)(OP(=O)(O)OP(=O)(O)O)OC[C@@H]1[C@H]([C@H]([C@@H](O1)N1C=NC=2C(N)=NC=NC12)O)O (ATP). Product: N[C@@H](CC1=CC=C(C=C1)O)C(=O)O (Tyrosine). As a reaction SMILES: C(O)[C:2]([NH2:7])([CH2:5]O)[CH2:3][OH:4].Cl.[Mg+2].[Cl-].[Cl-].[CH2:13](S)[C@@H:14]([OH:19])[C@H:15](O)[CH2:16]S.P(O[CH2:34][C@H:35]1O[C@@H](N2C3N=CN=C(N)C=3N=C2)[C@H](O)[C@@H]1O)(OP(OP(O)(O)=O)(O)=O)(=O)O.CS(C)=[O:54]>>[NH2:7][C@H:2]([C:3]([OH:4])=[O:54])[CH2:5][C:34]1[CH:16]=[CH:15][C:14]([OH:19])=[CH:13][CH:35]=1 |f:0.1,2.3.4|. Procedure details: All reagents were diluted with the Syk kinase assay buffer (50 mM Tris-HCl (pH 8.0), 10 mM MgCl2, 0.1 mM Na3VO4, 0.1% BSA, 1 mM DTT). First, a mixture (35 μl) including 3.2 μg of GST-Syk and 0.5 μg of AL was put in each well in 96-well plates. Then 5 μl of a test compound in the presence of 2.5% dimethylsulfoxide (DMSO) was added to each well. To this mixture was added 300 μM ATP (10 μl) to initiate the kinase reaction. The final reaction mixture (50 μl) consists of 0.65 nM GST-Syk, 3 μM AL, 30 ... The reactants are BrC1=CC=CC=C1 (bromobenzene), [Mg] (Magnesium), water ice, CC1(N=C(OC1)C1=C(C=O)C=C(C=C1)OC)C (2-(4,4-dimethyl-4,5-dihydro-oxazol-2-yl)-5-methoxy-benzaldehyde). The reagents and catalysts are C(C)Br (Ethyl bromide), BrCCBr (1,2-dibromoethane). Solvent: C(C)OCC (ethyl ether), C(C)OCC (ethyl ether). The product is CC1(N=C(OC1)C1=C(C=C(C=C1)OC)C(O)C1=CC=CC=C1)C ([2-(4,4-Dimethyl-4,5-dihydro-oxazol-2-yl)-5-methoxy-phenyl]-phenyl-methanol). Yield: 107.8%. As a reaction SMILES: [Mg].Br[C:3]1[CH:8]=[CH:7][CH:6]=[CH:5][CH:4]=1.[CH3:9][C:10]1([CH3:25])[CH2:14][O:13][C:12]([C:15]2[CH:22]=[CH:21][C:20]([O:23][CH3:24])=[CH:19][C:16]=2[CH:17]=[O:18])=[N:11]1>C(OCC)C.C(Br)C.BrCCBr>[CH3:9][C:10]1([CH3:25])[CH2:14][O:13][C:12]([C:15]2[CH:22]=[CH:21][C:20]([O:23][CH3:24])=[CH:19][C:16]=2[CH:17]([C:3]2[CH:8]=[CH:7][CH:6]=[CH:5][CH:4]=2)[OH:18])=[N:11]1. Procedure: Magnesium turnings for Grignard (0.12 g, 4.71 mmoles) in ethyl ether (8 ml) were put under N2 and stirring at room temperature. Ethyl bromide (2 drops) and then, slowly, bromobenzene (0.52 ml, 4.93 mmoles) in ethyl ether (10 ml) and 1,2-dibromoethane (2 drops) were added. The temperature arose to reflux and was kept as such for 1 hour. The mixture was treated with 2-(4,4-dimethyl-4,5-dihydro-oxazol-2-yl)-5-methoxy-benzaldehyde (1 g, 4.29 mmoles), prepared as described in example 2, and kept at r... The reactants are FC(S(=O)(=O)OC1=CC(=CC=C1)C[C@H]1C(=CCCC1)C=1OC(=C(N1)C1=CC=CC=C1)C1=CC=CC=C1)(F)F ((S)-3-{[2-(4,5-diphenyloxazol-2-yl)-2-cyclohexen-1-yl]methyl}phenyl trifluoromethanesulfonate), B(O)(O)C1=C(C=CC=C1)C=1N=NN(N1)C(C1=CC=CC=C1)(C1=CC=CC=C1)C1=CC=CC=C1 (5-(2-boronophenyl)-2-(triphenylmethyl)-2H-tetrazole), C(=O)([O-])[O-].[K+].[K+] (K2CO3). The reagents and catalysts are C=1C=CC(=CC1)[P](C=2C=CC=CC2)(C=3C=CC=CC3)[Pd]([P](C=4C=CC=CC4)(C=5C=CC=CC5)C=6C=CC=CC6)([P](C=7C=CC=CC7)(C=8C=CC=CC8)C=9C=CC=CC9)[P](C=1C=CC=CC1)(C=1C=CC=CC1)C=1C=CC=CC1 (tetrakis(triphenylphosphine)palladium). The solvent is ClCCl (dichloromethane), CN(C)C=O (DMF), O (water). Reaction conditions: temperature 100 celsius, time 8 hour. Product: C1(=CC=CC=C1)C=1N=C(OC1C1=CC=CC=C1)C=1[C@@H](CCCC1)CC1=CC(=CC=C1)C1=C(C=CC=C1)C=1N=NN(N1)C(C1=CC=CC=C1)(C1=CC=CC=C1)C1=CC=CC=C1 ((S)-2-(4,5-diphenyloxazol-2-yl)-1-{3-{2-[2-(triphenyl-methyl)tetrazol-5-yl]phenyl}benzyl}-2-cyclohexene). Yield: 49.2%. Reaction SMILES: FC(F)(F)S(O[C:7]1[CH:12]=[CH:11][CH:10]=[C:9]([CH2:13][C@@H:14]2[CH2:19][CH2:18][CH2:17][CH:16]=[C:15]2[C:20]2[O:21][C:22]([C:31]3[CH:36]=[CH:35][CH:34]=[CH:33][CH:32]=3)=[C:23]([C:25]3[CH:30]=[CH:29][CH:28]=[CH:27][CH:26]=3)[N:24]=2)[CH:8]=1)(=O)=O.B([C:42]1[CH:47]=[CH:46][CH:45]=[CH:44][C:43]=1[C:48]1[N:49]=[N:50][N:51]([C:53]([C:66]2[CH:71]=[CH:70][CH:69]=[CH:68][CH:67]=2)([C:60]2[CH:65]=[CH:64][CH:63]=[CH:62][CH:61]=2)[C:54]2[CH:59]=[CH:58][CH:57]=[CH:56][CH:55]=2)[N:52]=1)(O)O.C([O-])([O-])=O.[K+].[K+]>ClCCl.CN(C=O)C.O.C1C=CC([P]([Pd]([P](C2C=CC=CC=2)(C2C=CC=CC=2)C2C=CC=CC=2)([P](C2C=CC=CC=2)(C2C=CC=CC=2)C2C=CC=CC=2)[P](C2C=CC=CC=2)(C2C=CC=CC=2)C2C=CC=CC=2)(C2C=CC=CC=2)C2C=CC=CC=2)=CC=1>[C:25]1([C:23]2[N:24]=[C:20]([C:15]3[C@H:14]([CH2:13][C:9]4[CH:8]=[CH:7][CH:12]=[C:11]([C:42]5[CH:47]=[CH:46][CH:45]=[CH:44][C:43]=5[C:48]5[N:49]=[N:50][N:51]([C:53]([C:66]6[CH:71]=[CH:70][CH:69]=[CH:68][CH:67]=6)([C:60]6[CH:65]=[CH:64][CH:63]=[CH:62][CH:61]=6)[C:54]6[CH:59]=[CH:58][CH:57]=[CH:56][CH:55]=6)[N:52]=5)[CH:10]=4)[CH2:19][CH2:18][CH2:17][CH:16]=3)[O:21][C:22]=2[C:31]2[CH:36]=[CH:35][CH:34]=[CH:33][CH:32]=2)[CH:30]=[CH:29][CH:28]=[CH:27][CH:26]=1 |f:2.3.4,^1:90,92,111,130|. Reported procedure: To a solution of (S)-3-{[2-(4,5-diphenyloxazol-2-yl)-2-cyclohexen-1-yl]methyl}phenyl trifluoromethanesulfonate (1.17 g) in dichloromethane (100 ml) were added 5-(2-boronophenyl)-2-(triphenylmethyl)-2H-tetrazole (1.16 g), tetrakis(triphenylphosphine)palladium (600 mg), and K2CO3 (630 mg) in a mixture of DMF and water. After being stirred for 8 hours at 100° C., the solvent was evaporated in vacuo. The residue was purified by chromatography on silica gel to give (S)-2-(4,5-diphenyloxazol-2-yl)-1-{...